From a dataset of the Open Reaction Database (ORD), a public repository of structured organic reaction records. describe an organic reaction: reactants, conditions, products, and yield Reactants: CS(=O)(=O)O (methanesulfonic acid), FC=1C(=C(C=C(C1F)F)C1=CC=C(C=C1)C1CCC(CC1)CCC)C=COC (3,4,5-trifluoro-2-(2-methoxyvinyl)-4′-(4-propylcyclohexyl)biphenyl), ice water. Solvent: ClCCl (dichloromethane). Run at temperature 0 celsius, time 2.5 hour. The product is FC1=C(C(=CC=2C3=CC=C(C=C3C=CC12)C1CCC(CC1)CCC)F)F (1,2,3-trifluoro-7-(4-propylcyclohexyl)phenanthrene). Reaction SMILES: [F:1][C:2]1[C:3]([CH:25]=[CH:26]OC)=[C:4]([C:10]2[CH:15]=[CH:14][C:13]([CH:16]3[CH2:21][CH2:20][CH:19]([CH2:22][CH2:23][CH3:24])[CH2:18][CH2:17]3)=[CH:12][CH:11]=2)[CH:5]=[C:6]([F:9])[C:7]=1[F:8].CS(O)(=O)=O>ClCCl>[F:1][C:2]1[C:3]2[CH:25]=[CH:26][C:15]3[C:10](=[CH:11][CH:12]=[C:13]([CH:16]4[CH2:21][CH2:20][CH:19]([CH2:22][CH2:23][CH3:24])[CH2:18][CH2:17]4)[CH:14]=3)[C:4]=2[CH:5]=[C:6]([F:9])[C:7]=1[F:8]. Procedure: 6.1 g of 3,4,5-trifluoro-2-(2-methoxyvinyl)-4′-(4-propylcyclohexyl)biphenyl are dissolved in 180 ml of dichloromethane, and 8.5 ml of methanesulfonic acid are added at 0° C. After the reaction mixture has been stirred at 0° C. for 2.5 hours, it is added to ice-water and subjected to conventional work-up. Chromatographic purification (silica gel, n-heptane) and recrystallisation from n-heptane gives 1,2,3-trifluoro-7-(4-propylcyclohexyl)phenanthrene in the form of colourless crystals. C: 124, N: ... The reactants are resultant mixture, solution, P(=O)([O-])([O-])[O-] (phosphate), C(C)(=O)N[C@H]1C(O)O[C@@H]([C@H]([C@@H]1O)O)CO (N-acetyl-D-glucosamine). The product is OC1[C@H](N)[C@@H](O)[C@H](O)[C@H](O1)CO (D-glucosamine). RXN SMILES: P([O-])([O-])([O-])=O.C([NH:9][C@@H:10]1[C@@H:16]([OH:17])[C@H:15]([OH:18])[C@@H:14]([CH2:19][OH:20])[O:13][CH:11]1[OH:12])(=O)C>>[OH:12][CH:11]1[O:13][C@H:14]([CH2:19][OH:20])[C@@H:15]([OH:18])[C@H:16]([OH:17])[C@H:10]1[NH2:9]. Procedure: An enzyme solution (0.1 ml) is added to 0.3 ml of 100 mM phosphate buffer (pH 7.8) containing 0.1 ml of 1% N-acetyl-D-glucosamine as a substrate, and the resultant mixture is incubated at 37° C. for 30 minutes. The amount of D-glucosamine formed is determined colorimetrically using indole-HCl according to the method of Z. Dische and E. Borenfreund [J. Biol. Chem., 184:517 (1950)]. One unit of the enzyme is defined as the amount of the enzyme which is capable of producing 1 μmol D-glucosamine fro... Starting materials: [H-].[Na+] (sodium hydride), O (water), C(C1=CC=CC=C1)S (benzyl mercaptan), FC1=NC(=CC=C1C(=O)OC)OC (2-Fluoro-6-Methoxy-3-Pyridinecarboxylic Acid, Methyl Ester). Solvent: CN(C=O)C (dimethylformamide). Reaction conditions: time 1 hour. The product is COC1=CC=C(C(=N1)SCC1=CC=CC=C1)C(=O)OC (6-Methoxy-2-(Phenylmethylthio)-3-Pyridinecarboxylic Acid, Methyl Ester). Yield: 70.5%. As a reaction SMILES: [H-].[Na+].[CH2:3]([SH:10])[C:4]1[CH:9]=[CH:8][CH:7]=[CH:6][CH:5]=1.F[C:12]1[C:17]([C:18]([O:20][CH3:21])=[O:19])=[CH:16][CH:15]=[C:14]([O:22][CH3:23])[N:13]=1.O>CN(C)C=O>[CH3:23][O:22][C:14]1[N:13]=[C:12]([S:10][CH2:3][C:4]2[CH:9]=[CH:8][CH:7]=[CH:6][CH:5]=2)[C:17]([C:18]([O:20][CH3:21])=[O:19])=[CH:16][CH:15]=1 |f:0.1|. Procedure: To a stirred mixture of 0.8 g (0.0161 mol) of 50% sodium hydride (in mineral oil), which had been washed with hexanes, in 20 mL dry dimethylformamide cooled to -5° under nitrogen was added dropwise 1.9 mL (0.0161 mol) benzyl mercaptan. The suspension was stirred at room temperature for 1 hour, cooled to 0°, and a solution of 3.2 g (0.0147 mol) of the product of Example 13 in 20 mL dry dimethylformamide was added dropwise. After warming to room temperature, the solution was poured into water and ...